Dataset: the Open Reaction Database (ORD), a public repository of structured organic reaction records. Task: describe an organic reaction: reactants, conditions, products, and yield As a reaction SMILES: [Cl:1][CH2:2][CH2:3][CH2:4][CH2:5][OH:6].[Si:7](Cl)([C:10](C)(C)C)([CH3:9])[CH3:8].N1[CH:19]=[CH:18]N=C1.[CH3:20]N(C)C=O>>[Cl:1][CH2:2][CH2:3][CH2:4][CH2:5][O:6][Si:7]([CH2:10][CH:18]([CH3:19])[CH3:20])([CH3:9])[CH3:8]. Yields the product ClCCCCO[Si](C)(C)CC(C)C ((4-Chloro-1-butyloxy)(2,2-dimethylethyl)dimethysilane). Procedure details: The procedure followed is the same as that described in Example 7 substituting 4-chlorobutanol (326 g, 3.00 moles), tert-butyldimethylsilyl chloride (500 g, 3.31 moles), imidazole (225 g, 3.30 moles), and dimethylformamide (1600 ml). The crude product is frictionally distilled under reduced vacuum leaving a clear, colorless oil (475 g, 2.13 moles), BP 60° C./0.3 mm. Starting materials: ClCCCCO (4-chlorobutanol), CN(C=O)C (dimethylformamide), [Si](C)(C)(C(C)(C)C)Cl (tert-butyldimethylsilyl chloride), N1C=NC=C1 (imidazole).